From a dataset of the Open Reaction Database (ORD), a public repository of structured organic reaction records. describe an organic reaction: reactants, conditions, products, and yield The reactants are BrCCCN1CCCCC1, Br, O=C([O-])[O-], CCOC(C)=O, [K+], [K+], CN(C)C=O, Oc1ccc(C2=C(c3ccccc3)Sc3ccccc3O2)cc1. The product is c1ccc(C2=C(c3ccc(OCCCN4CCCC4)cc3)Oc3ccccc3S2)cc1. Reaction SMILES: [Br:8][CH2:9][CH2:10][CH2:11][N:12]1[CH2:13][CH2:14][CH2:15][CH2:16][CH2:17]1.[BrH:7].[C:1](=[O:2])([O-:3])[O-:4].[CH3:46][CH2:47][O:48][C:49](=[O:50])[CH3:51].[K+:5].[K+:6].[O:18]=[CH:19][N:20]([CH3:21])[CH3:22].[c:23]1([C:29]2=[C:30]([c:39]3[cH:40][cH:41][c:42]([OH:45])[cH:43][cH:44]3)[O:31][c:32]3[c:33]([cH:35][cH:36][cH:37][cH:38]3)[S:34]2)[cH:24][cH:25][cH:26][cH:27][cH:28]1>>[CH2:10]1[CH2:11][N:12]([CH2:17][CH2:16][CH2:15][O:45][c:42]2[cH:41][cH:40][c:39]([C:30]3=[C:29]([c:23]4[cH:24][cH:25][cH:26][cH:27][cH:28]4)[S:34][c:33]4[c:32]([cH:38][cH:37][cH:36][cH:35]4)[O:31]3)[cH:44][cH:43]2)[CH2:13][CH2:14]1.